From a dataset of the Open Reaction Database (ORD), a public repository of structured organic reaction records. describe an organic reaction: reactants, conditions, products, and yield Reactants: OC=1C(C=CC2=NC3=CC=CC=C3S(C12)(=O)=O)=O (4-hydroxy-3H-phenothiazine-3-one-5,5-dioxide), S(=O)([O-])S(=O)[O-].[Na+].[Na+] (sodium dithionite). The solvent is O (water), C(C)(=O)OCC (ethyl acetate). Reaction conditions: time 20 minute. Yields the product OC=1C=CC=2NC3=CC=CC=C3S(C2C1O)(=O)=O (3,4-dihydroxy-10H-phenothiazine-5,5-dioxide). RXN SMILES: [OH:1][C:2]1[C:3](=[O:18])[CH:4]=[CH:5][C:6]2[C:15]=1[S:14](=[O:17])(=[O:16])[C:13]1[C:8](=[CH:9][CH:10]=[CH:11][CH:12]=1)[N:7]=2.S(S([O-])=O)([O-])=O.[Na+].[Na+]>O.C(OCC)(=O)C>[OH:18][C:3]1[CH:4]=[CH:5][C:6]2[NH:7][C:8]3[C:13]([S:14](=[O:17])(=[O:16])[C:15]=2[C:2]=1[OH:1])=[CH:12][CH:11]=[CH:10][CH:9]=3 |f:1.2.3|. Procedure details: To a suspension of 4-hydroxy-3H-phenothiazine-3-one-5,5-dioxide (0.8 g) in a mixture of water (20 ml) and ethyl acetate (20 ml) there was added sodium dithionite (2 g) and the resulting mixture was stirred at room temperature for 20 minutes. The insoluble solid was then filtered, washed with water and dried to afford the title compound, m.p. (dec.) 261° C. Reactants: C1(C=2C(C(=O)O1)=CC=CC2)=O (phthalic anhydride), C(C)(C)C1=C(N)C(=CC=C1)C(C)C (2,6-diisopropylaniline). Product: C(C)(C)C1=C(C(=CC=C1)C(C)C)N1C(C=2C(C1=O)=CC=CC2)=O (N-(2,6-diisopropylphenyl)-phthalimide). Reaction SMILES: [C:1]1(=[O:11])[O:6][C:4](=O)[C:3]2=[CH:7][CH:8]=[CH:9][CH:10]=[C:2]12.[CH:12]([C:15]1[CH:21]=[CH:20][CH:19]=[C:18]([CH:22]([CH3:24])[CH3:23])[C:16]=1[NH2:17])([CH3:14])[CH3:13]>>[CH:22]([C:18]1[CH:19]=[CH:20][CH:21]=[C:15]([CH:12]([CH3:14])[CH3:13])[C:16]=1[N:17]1[C:1](=[O:11])[C:2]2=[CH:10][CH:9]=[CH:8][CH:7]=[C:3]2[C:4]1=[O:6])([CH3:24])[CH3:23]. Procedure: 7.41 g of phthalic anhydride and 8.86 g of 2,6-diisopropylaniline were mixed, and reacted at a temperature of 180° C. for 2 hours. Reactants: N1(CCCC1)C1=CC(=CN=N1)O (6-(1-pyrrolidinyl)-4-pyridazinol), [OH-].[Na+] (NaOH), P(=O)(Br)(Br)Br (phosphorus oxybromide), CN(C)C=O (DMF). The solvent is C1(=CC=CC=C1)C (toluene). Reaction conditions: temperature 110 celsius. Product: BrC=1C=C(N=NC1)N1CCCC1 (5-bromo-3-(pyrrolidin-1-yl)pyridazine). Isolated yield 82.7%. RXN SMILES: [N:1]1([C:6]2[N:11]=[N:10][CH:9]=[C:8](O)[CH:7]=2)[CH2:5][CH2:4][CH2:3][CH2:2]1.P(Br)(Br)([Br:15])=O.CN(C=O)C.[OH-].[Na+]>C1(C)C=CC=CC=1>[Br:15][C:8]1[CH:7]=[C:6]([N:1]2[CH2:5][CH2:4][CH2:3][CH2:2]2)[N:11]=[N:10][CH:9]=1 |f:3.4|. Procedure details: 6-(1-pyrrolidinyl)-4-pyridazinol (D47) (35 mg, 0.212 mmol) was suspended in toluene (2 mL), followed by addition of phosphorus oxybromide (121 mg, 0.424 mmol). The reaction mixture was heated to 110° C. for 2 hours. The reaction was cooled to RT followed by addition of DMF (2.0 mL). The reaction was then heated at 110° C. again for 2 hours. Reaction mixture was allowed to cool to RT, and then poured onto crush ice portionwise with stirring. The mixture was neutralized with 5M NaOH and then extra... Reactants: ClCC1=C(C=C(C=C1)OC)CCO (2-(2-chloromethyl-5-methoxyphenyl)-ethanol), C(CC)C(C(=O)OCC)C(=O)OCC (diethyl propylmalonate). The product is OCCC1=C(CC(C(=O)O)CCC)C=CC(=C1)OC (2-[2-(2-hydroxyethyl)-4-methoxybenzyl]-valeric acid), OCCC1C(CCC(C1)OC)CC(C(=O)O)CCC (2-[2-(2-hydroxyethyl)-4-methoxycyclohexylmethyl]-valeric acid). RXN SMILES: Cl[CH2:2][C:3]1[CH:8]=[CH:7][C:6]([O:9][CH3:10])=[CH:5][C:4]=1[CH2:11][CH2:12][OH:13].[CH2:14]([CH:17]([C:23](OCC)=O)[C:18]([O:20]CC)=[O:19])[CH2:15][CH3:16]>>[OH:13][CH2:12][CH2:11][C:4]1[CH:5]=[C:6]([O:9][CH3:10])[CH:7]=[CH:8][C:3]=1[CH2:2][CH:17]([CH2:14][CH2:15][CH3:16])[C:18]([OH:20])=[O:19].[OH:13][CH2:12][CH2:11][CH:4]1[CH2:5][CH:6]([O:9][CH3:10])[CH2:7][CH2:8][CH:3]1[CH2:23][CH:17]([CH2:14][CH2:15][CH3:16])[C:18]([OH:20])=[O:19]. Procedure: 2-Cyano-2-propyl-6-methoxy-trans-decalin is obtained analogously from 2-(2-bromoethyl-4-methoxycyclohexylmethyl)-valeronitrile (obtainable by chloromethylation of 2-(m-methoxyphenyl)-ethanol to give 2-(2-chloromethyl-5-methoxyphenyl)-ethanol, reaction with diethyl propylmalonate, hydrolysis and decarboxylation to give 2-[2-(2-hydroxyethyl)-4-methoxybenzyl]-valeric acid, hydrogenation to 2-[2-(2-hydroxyethyl)-4-methoxycyclohexylmethyl]-valeric acid, conversion into the amide, reaction with SOBr2 ... The reactants are ClC1=CC=2NC3=CC=CC=C3OC2C=C1 (2-chlorophenoxazine), CC1(CCC(N1)=O)C (5,5-dimethyl-2-pyrrolidinone), P(=O)(Cl)(Cl)Cl (phosphorus oxychloride). Yields the product ClC1=CC=2N(C3=CC=CC=C3OC2C=C1)C1=NC(CC1)(C)C (2-CHLORO-10-(5,5-DIMETHYL-1-PYRROLIN-2-YL)PHENOXAZINE). As a reaction SMILES: [Cl:1][C:2]1[CH:15]=[CH:14][C:13]2[O:12][C:11]3[C:6](=[CH:7][CH:8]=[CH:9][CH:10]=3)[NH:5][C:4]=2[CH:3]=1.[CH3:16][C:17]1([CH3:23])[NH:21][C:20](=O)[CH2:19][CH2:18]1.P(Cl)(Cl)(Cl)=O>>[Cl:1][C:2]1[CH:15]=[CH:14][C:13]2[O:12][C:11]3[C:6](=[CH:7][CH:8]=[CH:9][CH:10]=3)[N:5]([C:20]3[CH2:19][CH2:18][C:17]([CH3:23])([CH3:16])[N:21]=3)[C:4]=2[CH:3]=1. Procedure: Reaction of 2-chlorophenoxazine, 5,5-dimethyl-2-pyrrolidinone and phosphorus oxychloride according to the procedure of Example 1 provides 2-CHLORO-10-(5,5-DIMETHYL-1-PYRROLIN-2-YL)PHENOXAZINE, m.p. 118°-120° C., from ethanol. Starting materials: BrC1=CC=C(C=C1)O (4-bromophenol), C([O-])([O-])=O.[K+].[K+] (potassium carbonate), C(C)(=O)Cl (acetyl chloride). Run in C(C)#N (acetonitrile). Reaction conditions: time 17.5 hour. Product: C(C)(=O)OC1=CC=C(C=C1)Br (4-bromophenyl acetate). As a reaction SMILES: [Br:1][C:2]1[CH:7]=[CH:6][C:5]([OH:8])=[CH:4][CH:3]=1.C(=O)([O-])[O-].[K+].[K+].[C:15](Cl)(=[O:17])[CH3:16]>C(#N)C>[C:15]([O:8][C:5]1[CH:6]=[CH:7][C:2]([Br:1])=[CH:3][CH:4]=1)(=[O:17])[CH3:16] |f:1.2.3|. Procedure details: To a solution of 10.0 g (57.8 mmol) of 4-bromophenol in 100 mL of acetonitrile was added 9.6 g (69.5 mmol) of potassium carbonate. A white slurry was obtained to which was added 8.6 mL (121.0 mmol) of acetyl chloride and the resultant reaction mixture was stirred at ambient temperature for 17.5 hours. The reaction mixture was filtered, washed with ethyl acetate and the filtrate was concentrated in vacuo to a yellow oil. Purification by flash chromatography (silica, 10% ethyl acetate in hexane) g...